Dataset: the Open Reaction Database (ORD), a public repository of structured organic reaction records. Task: describe an organic reaction: reactants, conditions, products, and yield The reactants are OC1=C2C=CC(NC2=C(C=C1)C)=O (5-Hydroxy-8-methylcarbostyril), [H][H] (hydrogen). The reagents and catalysts are [Pd] (palladium-on-carbon). Run in C(C)(=O)O (acetic acid). Yields the product OC1=C2CCC(NC2=C(C=C1)C)=O (3,4-Dihydro-5-hydroxy-8-methylcarbostyril). The yield is 99.9%. RXN SMILES: [OH:1][C:2]1[CH:11]=[CH:10][C:9]([CH3:12])=[C:8]2[C:3]=1[CH:4]=[CH:5][C:6](=[O:13])[NH:7]2.[H][H]>C(O)(=O)C.[Pd]>[OH:1][C:2]1[CH:11]=[CH:10][C:9]([CH3:12])=[C:8]2[C:3]=1[CH2:4][CH2:5][C:6](=[O:13])[NH:7]2. Reported procedure: 5-Hydroxy-8-methylcarbostyril (20.0 g, 0.114M) was dissolved in acetic acid (800 ml). To the solution, 10% palladium-on-carbon (10.0 g) was added. The mixture was stirred at 80° C. for 4 hours in the stream of hydrogen. The reaction mixture was filtered, and the filtrate was distilled off under reduced pressure. The residue was extracted from a mixture of chloroform-methanol (10:1) and saturated aqueous sodium bicarbonate solution. The organic phase was washed with saturated aqueous NaCl solutio...